Dataset: the Open Reaction Database (ORD), a public repository of structured organic reaction records. Task: describe an organic reaction: reactants, conditions, products, and yield Procedure: A mixture of E-5-t-butyldimethylsilyloxy-3-methylidene-1-pentenyl-phosphonic acid diethyl ester (1.7 g, 4.86 mmol) and 1M tetrabutylammonium fluoride in tetrahydrofuran (8 ml, 8 mmol) is stirred 2 hours at 20° C. Then the reaction mixture is concentrated in vacuo and the title product is purified by flash chromatography on silica gel (1.1 g, 94%). As a reaction SMILES: [CH2:1]([O:3][P:4](/[CH:9]=[CH:10]/[C:11](=[CH2:22])[CH2:12][CH2:13][O:14][Si](C(C)(C)C)(C)C)(=[O:8])[O:5][CH2:6][CH3:7])[CH3:2].[F-].C([N+](CCCC)(CCCC)CCCC)CCC.O1CCCC1>>[CH2:6]([O:5][P:4](/[CH:9]=[CH:10]/[C:11](=[CH2:22])[CH2:12][CH2:13][OH:14])(=[O:8])[O:3][CH2:1][CH3:2])[CH3:7] |f:1.2|. Product: C(C)OP(OCC)(=O)\C=C\C(CCO)=C (E-5-Hydroxy-3-methylidene-1-pentenyl-phosphonic acid diethyl ester). Conditions: temperature 20 celsius, time 2 hour. Reactants: C(C)OP(OCC)(=O)\C=C\C(CCO[Si](C)(C)C(C)(C)C)=C (E-5-t-butyldimethylsilyloxy-3-methylidene-1-pentenyl-phosphonic acid diethyl ester), [F-].C(CCC)[N+](CCCC)(CCCC)CCCC (tetrabutylammonium fluoride), O1CCCC1 (tetrahydrofuran).